The task is: describe an organic reaction: reactants, conditions, products, and yield. This data is from the Open Reaction Database (ORD), a public repository of structured organic reaction records. Reaction conditions: temperature 40 celsius. The yield is 31.3%. Reaction SMILES: [NH2:1][C:2]1[CH:10]=[C:9]([O:11]C)[CH:8]=[CH:7][C:3]=1[C:4]([NH2:6])=[O:5].B(Br)(Br)Br>ClCCCl.C1COCC1>[NH2:1][C:2]1[CH:10]=[C:9]([OH:11])[CH:8]=[CH:7][C:3]=1[C:4]([NH2:6])=[O:5]. Reported procedure: To 2-amino-4-methoxybenzamide (7.0 g, 42 mmol) in 1,2-dichloroethane (100 mL) was added boron tribromide (25 g, 100 mmol) at rt. After heating for 40° C. for 20 h, 1 N boron tribromide in THF (40 mL) was added, and the reaction was heated to 50° C. for 20 h. The mixture was cooled and quenched by addition of aq. sodium bicarbonate. The resulting precipitate was collected by filtration to afford 2-amino-4-hydroxybenzamide as a white solid (2.0 g). The mother liquors were concentrated, diluted wit... The solvent is ClCCCl (1,2-dichloroethane), C1CCOC1 (THF). The product is NC1=C(C(=O)N)C=CC(=C1)O (2-amino-4-hydroxybenzamide). Starting materials: NC1=C(C(=O)N)C=CC(=C1)OC (2-amino-4-methoxybenzamide), B(Br)(Br)Br (boron tribromide), B(Br)(Br)Br (boron tribromide). As a reaction SMILES: [CH3:18][c:19]1[cH:20][c:21]([NH2:22])[cH:23][c:24]([C:26]([F:27])([F:28])[F:29])[cH:25]1.[Cl:1][c:2]1[n:3][c:4](-[c:12]2[cH:13][n:14][cH:15][cH:16][cH:17]2)[n:5][c:6]([C:8]([F:9])([F:10])[F:11])[cH:7]1>>[c:2]1([NH:22][c:21]2[cH:20][c:19]([CH3:18])[cH:25][c:24]([C:26]([F:27])([F:28])[F:29])[cH:23]2)[n:3][c:4](-[c:12]2[cH:13][n:14][cH:15][cH:16][cH:17]2)[n:5][c:6]([C:8]([F:9])([F:10])[F:11])[cH:7]1. The reactants are Cc1cc(N)cc(C(F)(F)F)c1, FC(F)(F)c1cc(Cl)nc(-c2cccnc2)n1. Product: Cc1cc(Nc2cc(C(F)(F)F)nc(-c3cccnc3)n2)cc(C(F)(F)F)c1. Starting materials: CCNC, CCCP(=O)(O)O, Cn1ncc(C(=O)O)c1C(=O)Nc1ccn2nc(-c3ccccc3)nc2c1, CCOC(C)=O, C1CCOC1. Yields the product CCN(C)C(=O)c1cnn(C)c1C(=O)Nc1ccn2nc(-c3ccccc3)nc2c1. Reaction SMILES: [CH2:28]([CH3:29])[NH:30][CH3:31].[CH2:32]([P:33]([OH:34])([OH:35])=[O:36])[CH2:37][CH3:38].[CH3:1][n:2]1[n:3][cH:4][c:5]([C:25](=[O:26])[OH:27])[c:6]1[C:7]([NH:8][c:9]1[cH:10][c:11]2[n:12]([cH:13][cH:14]1)[n:15][c:16](-[c:18]1[cH:19][cH:20][cH:21][cH:22][cH:23]1)[n:17]2)=[O:24].[CH3:44][CH2:45][O:46][C:47](=[O:48])[CH3:49].[O:39]1[CH2:40][CH2:41][CH2:42][CH2:43]1>>[CH3:1][n:2]1[n:3][cH:4][c:5]([C:25](=[O:27])[N:30]([CH2:28][CH3:29])[CH3:31])[c:6]1[C:7]([NH:8][c:9]1[cH:10][c:11]2[n:12]([cH:13][cH:14]1)[n:15][c:16](-[c:18]1[cH:19][cH:20][cH:21][cH:22][cH:23]1)[n:17]2)=[O:24].